Dataset: the Open Reaction Database (ORD), a public repository of structured organic reaction records. Task: describe an organic reaction: reactants, conditions, products, and yield Starting materials: CO, CCOC(=O)c1nc(C)c2cc(-c3ccc(OCc4c(-c5c(Cl)cccc5Cl)noc4C(C)C)cc3)ccc2n1, Cl, [Na+], C1CCOC1, [OH-], O. Product: Cc1nc(C(=O)O)nc2ccc(-c3ccc(OCc4c(-c5c(Cl)cccc5Cl)noc4C(C)C)cc3)cc12. RXN SMILES: [CH3:50][OH:51].[Cl:3][c:4]1[c:5](-[c:11]2[n:12][o:13][c:14]([CH:40]([CH3:41])[CH3:42])[c:15]2[CH2:16][O:17][c:18]2[cH:19][cH:20][c:21](-[c:24]3[cH:25][c:26]4[c:27]([CH3:39])[n:28][c:29]([C:34](=[O:35])[O:36][CH2:37][CH3:38])[n:30][c:31]4[cH:32][cH:33]3)[cH:22][cH:23]2)[c:6]([Cl:10])[cH:7][cH:8][cH:9]1.[ClH:43].[Na+:2].[O:45]1[CH2:46][CH2:47][CH2:48][CH2:49]1.[OH-:1].[OH2:44]>>[Cl:3][c:4]1[c:5](-[c:11]2[n:12][o:13][c:14]([CH:40]([CH3:41])[CH3:42])[c:15]2[CH2:16][O:17][c:18]2[cH:19][cH:20][c:21](-[c:24]3[cH:25][c:26]4[c:27]([CH3:39])[n:28][c:29]([C:34](=[O:35])[OH:36])[n:30][c:31]4[cH:32][cH:33]3)[cH:22][cH:23]2)[c:6]([Cl:10])[cH:7][cH:8][cH:9]1.